Dataset: the Open Reaction Database (ORD), a public repository of structured organic reaction records. Task: describe an organic reaction: reactants, conditions, products, and yield Reactants: [BH3-]C#N, CO, CCC=O, Cl, NCc1ccc(NC(=C2C(=O)Nc3ccc([N+](=O)[O-])cc32)c2ccccc2)cc1, [Na+]. The product is CCCNCc1ccc(NC(=C2C(=O)Nc3ccc([N+](=O)[O-])cc32)c2ccccc2)cc1. RXN SMILES: [C:35]([BH3-:36])#[N:37].[CH3:39][OH:40].[CH:31]([CH2:32][CH3:33])=[O:34].[ClH:1].[NH2:2][CH2:3][c:4]1[cH:5][cH:6][c:7]([NH:10][C:11]([c:12]2[cH:13][cH:14][cH:15][cH:16][cH:17]2)=[C:18]2[C:19](=[O:30])[NH:20][c:21]3[cH:22][cH:23][c:24]([N+:27](=[O:28])[O-:29])[cH:25][c:26]32)[cH:8][cH:9]1.[Na+:38]>>[NH:2]([CH2:3][c:4]1[cH:5][cH:6][c:7]([NH:10][C:11]([c:12]2[cH:13][cH:14][cH:15][cH:16][cH:17]2)=[C:18]2[C:19](=[O:30])[NH:20][c:21]3[cH:22][cH:23][c:24]([N+:27](=[O:28])[O-:29])[cH:25][c:26]32)[cH:8][cH:9]1)[CH2:31][CH2:32][CH3:33]. Reactants: p-toluene sulfonic acid, ester, Cl.C1C(CC2=CC=CC=C12)CCN1CCCCC1 (1-[2-(2-indanyl)ethyl]piperidine hydrochloride), Cl (HCl), C1C(CC2=CC=CC=C12)CCO (2-indanethanol), N1CCCCC1 (piperidine), product. The solvent is O (water), C1(=CC=CC=C1)C (toluene), CCOCC (ether). Product: C1C(CC2=CC=CC=C12)CCN1CCCCC1 (1-[2-(2-indanyl)ethyl]piperidine). Reaction SMILES: C1C2C(=CC=CC=2)CC1CCO.N1CCCCC1.Cl.Cl.[CH2:21]1[C:29]2[C:24](=[CH:25][CH:26]=[CH:27][CH:28]=2)[CH2:23][CH:22]1[CH2:30][CH2:31][N:32]1[CH2:37][CH2:36][CH2:35][CH2:34][CH2:33]1>CCOCC.O.C1(C)C=CC=CC=1>[CH2:21]1[C:29]2[C:24](=[CH:25][CH:26]=[CH:27][CH:28]=2)[CH2:23][CH:22]1[CH2:30][CH2:31][N:32]1[CH2:37][CH2:36][CH2:35][CH2:34][CH2:33]1 |f:3.4|. Reported procedure: To a solution of 18 gm. (0.057 mole) of p-toluene sulfonic acid, ester with 2-indanethanol in 100 ml. of toluene, 14 cc. (0.143 mole) of piperidine is added. The mixture is refluxed for 11.5 hrs. and treated with 250 ml. of water and 100 ml. of ether. The organic layer is separated, washed with water, dried (MgSO4) and evaporated in vacuo to give a dark colored oil. The oil is treated with ethereal - HCl to give 15.7 gm. (97%) of 1-[2-(2-indanyl)ethyl]piperidine hydrochloride. Crystallization fr...